This data is from the Open Reaction Database (ORD), a public repository of structured organic reaction records. The task is: describe an organic reaction: reactants, conditions, products, and yield RXN SMILES: [Br:1][c:2]1[cH:3][c:4]([F:12])[c:5]([C:6](=[O:7])[OH:8])[cH:9][c:10]1[F:11].[CH2:13]([Li:14])[CH2:15][CH2:16][CH3:17].[CH3:18][N:19]1[CH2:20][CH2:21][C:22](=[O:25])[CH2:23][CH2:24]1.[CH3:33][CH2:34][CH2:35][CH2:36][CH2:37][CH3:38].[Cl-:26].[NH4+:27].[O:28]1[CH2:29][CH2:30][CH2:31][CH2:32]1.[OH2:39]>>[c:2]1([C:22]2([OH:25])[CH2:21][CH2:20][N:19]([CH3:18])[CH2:24][CH2:23]2)[cH:3][c:4]([F:12])[c:5]([C:6](=[O:7])[OH:8])[cH:9][c:10]1[F:11]. Reactants: O=C(O)c1cc(F)c(Br)cc1F, [Li]CCCC, CN1CCC(=O)CC1, CCCCCC, [Cl-], [NH4+], C1CCOC1, O. Yields the product CN1CCC(O)(c2cc(F)c(C(=O)O)cc2F)CC1. The reactants are CC(C)(C)OC(=O)N1CCN(c2cccc(-c3cc(-c4ccc5cn(Cc6ccccc6)nc5c4)c4c(N)ncnn34)c2)CC1, ClCCl, O=C(O)C(F)(F)F. The product is Nc1ncnn2c(-c3cccc(N4CCNCC4)c3)cc(-c3ccc4cn(Cc5ccccc5)nc4c3)c12. Reaction SMILES: [C:1]([O:2][C:3](=[O:4])[N:8]1[CH2:9][CH2:10][N:11]([c:14]2[cH:15][c:16](-[c:20]3[cH:21][c:22](-[c:30]4[cH:31][cH:32][c:33]5[cH:34][n:35]([CH2:39][c:40]6[cH:41][cH:42][cH:43][cH:44][cH:45]6)[n:36][c:37]5[cH:38]4)[c:23]4[c:24]([NH2:29])[n:25][cH:26][n:27][n:28]34)[cH:17][cH:18][cH:19]2)[CH2:12][CH2:13]1)([CH3:5])([CH3:6])[CH3:7].[Cl:53][CH2:54][Cl:55].[F:46][C:47]([F:48])([F:49])[C:50]([OH:51])=[O:52]>>[NH:8]1[CH2:9][CH2:10][N:11]([c:14]2[cH:15][c:16](-[c:20]3[cH:21][c:22](-[c:30]4[cH:31][cH:32][c:33]5[cH:34][n:35]([CH2:39][c:40]6[cH:41][cH:42][cH:43][cH:44][cH:45]6)[n:36][c:37]5[cH:38]4)[c:23]4[c:24]([NH2:29])[n:25][cH:26][n:27][n:28]34)[cH:17][cH:18][cH:19]2)[CH2:12][CH2:13]1. Starting materials: BrCc1ccc(Br)nc1, CC#N, NCCN. Yields the product NCCNCc1ccc(Br)nc1. Reaction SMILES: [Br:1][c:2]1[n:3][cH:4][c:5]([CH2:8][Br:9])[cH:6][cH:7]1.[CH3:14][C:15]#[N:16].[NH2:10][CH2:11][CH2:12][NH2:13]>>[Br:1][c:2]1[n:3][cH:4][c:5]([CH2:8][NH:10][CH2:11][CH2:12][NH2:13])[cH:6][cH:7]1. The reactants are C1CCOC1, CO, CCOC(C)=O, Cn1cnc2c(C#N)nc(-c3ccc(OCCC4CCNCC4)c(C(F)(F)F)c3)cc21, CCN(C(C)C)C(C)C, O=C(Cl)CCl, ClCCl, ClCCl. The product is Cn1cnc2c(C#N)nc(-c3ccc(OCCC4CCN(C(=O)CCl)CC4)c(C(F)(F)F)c3)cc21. RXN SMILES: [CH2:51]1[O:52][CH2:53][CH2:54][CH2:55]1.[CH3:46][OH:47].[CH3:59][CH2:60][O:61][C:62](=[O:63])[CH3:64].[CH3:6][n:7]1[cH:8][n:9][c:10]2[c:11]([C:35]#[N:36])[n:12][c:13](-[c:16]3[cH:17][c:18]([C:31]([F:32])([F:33])[F:34])[c:19]([O:22][CH2:23][CH2:24][CH:25]4[CH2:26][CH2:27][NH:28][CH2:29][CH2:30]4)[cH:20][cH:21]3)[cH:14][c:15]12.[CH:37]([N:38]([CH2:39][CH3:40])[CH:41]([CH3:42])[CH3:43])([CH3:44])[CH3:45].[Cl:1][CH2:2][C:3](=[O:4])[Cl:5].[Cl:48][CH2:49][Cl:50].[Cl:56][CH2:57][Cl:58]>>[Cl:1][CH2:2][C:3](=[O:4])[N:28]1[CH2:27][CH2:26][CH:25]([CH2:24][CH2:23][O:22][c:19]2[c:18]([C:31]([F:32])([F:33])[F:34])[cH:17][c:16](-[c:13]3[n:12][c:11]([C:35]#[N:36])[c:10]4[n:9][cH:8][n:7]([CH3:6])[c:15]4[cH:14]3)[cH:21][cH:20]2)[CH2:30][CH2:29]1. Reported procedure: 6-Hydroxymethylpyridine-2-carbaldehyde (15.3 g) was dissolved in 250 mL of dry DMF, and 50 g of (t-butoxycarbonylmethylene)triphenylphosphorane was added to the above solution, and then the mixture was stirred at room temperature for 30 minutes. The reaction mixture was thrown into ice-water, and the mixture was extracted with ethyl acetate. The organic layer was washed with brine, dried over anhydrous magnesium sulfate, and concentrated under reduced pressure. To the residue was added 300 mL of... Run at time 30 minute. The product is OCC1=CC=CC(=N1)/C=C/C(=O)OC(C)(C)C (t-butyl 3-(6-hydroxymethylpyridin-2-yl)-trans-acrylate), OCC1=CC=CC(=N1)\C=C/C(=O)OC(C)(C)C (t-butyl 3-(6-hydroxymethylpyridin-2-yl)-cis-acrylate). The reactants are OCC1=CC=CC(=N1)C=O (6-Hydroxymethylpyridine-2-carbaldehyde), ice water, C(C)(C)(C)OC(=O)C=P(C1=CC=CC=C1)(C1=CC=CC=C1)C1=CC=CC=C1 ((t-butoxycarbonylmethylene)triphenylphosphorane). RXN SMILES: O[CH2:2][C:3]1[N:8]=[C:7]([CH:9]=[O:10])[CH:6]=[CH:5][CH:4]=1.[C:11]([O:15][C:16]([CH:18]=P(C1C=CC=CC=1)(C1C=CC=CC=1)C1C=CC=CC=1)=[O:17])([CH3:14])([CH3:13])[CH3:12]>CN(C=O)C>[OH:10][CH2:9][C:7]1[N:8]=[C:3](/[CH:2]=[CH:18]/[C:16]([O:15][C:11]([CH3:14])([CH3:13])[CH3:12])=[O:17])[CH:4]=[CH:5][CH:6]=1.[OH:10][CH2:9][C:7]1[N:8]=[C:3](/[CH:2]=[CH:18]\[C:16]([O:15][C:11]([CH3:14])([CH3:13])[CH3:12])=[O:17])[CH:4]=[CH:5][CH:6]=1. The solvent is CN(C)C=O (DMF). The reactants are COC(=O)C=1C(SC2=CC(=CC=C2C1O)Br)=O (7-bromo-4-hydroxy-2-oxo-2H-thiochromene-3-carboxylic acid methyl ester), ClC=1C=C(C=C(C1)Cl)B(O)O (3,5-dichlorophenylboronic acid). The product is COC(=O)C=1C(SC2=CC(=CC=C2C1O)C1=CC(=CC(=C1)Cl)Cl)=O (7-(3,5-dichloro-phenyl)-4-hydroxy-2-oxo-2H-thiochromene-3-carboxylic acid methyl ester). Reaction SMILES: [CH3:1][O:2][C:3]([C:5]1[C:6](=[O:17])[S:7][C:8]2[C:13]([C:14]=1[OH:15])=[CH:12][CH:11]=[C:10](Br)[CH:9]=2)=[O:4].[Cl:18][C:19]1[CH:20]=[C:21](B(O)O)[CH:22]=[C:23]([Cl:25])[CH:24]=1>>[CH3:1][O:2][C:3]([C:5]1[C:6](=[O:17])[S:7][C:8]2[C:13]([C:14]=1[OH:15])=[CH:12][CH:11]=[C:10]([C:21]1[CH:20]=[C:19]([Cl:18])[CH:24]=[C:23]([Cl:25])[CH:22]=1)[CH:9]=2)=[O:4]. Procedure: 7-(3,5-Dichloro-phenyl)-4-hydroxy-2-oxo-2H-thiochromene-3-carboxylic acid methyl ester was prepared from 7-bromo-4-hydroxy-2-oxo-2H-thiochromene-3-carboxylic acid methyl ester (Example 5e) and 3,5-dichlorophenylboronic acid under conditions analogous to Example 7(a). The crude product was purified by silica gel chromatography (eluting with 5%-60% EtOAc in CH2Cl2) to provide 7-(3,5-dichloro-phenyl)-4-hydroxy-2-oxo-2H-thiochromene-3-carboxylic acid methyl ester. MS ESI(−) m/e: 378.98 (M−1). Reactants: ClCCl, Cc1ccc(C(=O)NN)cc1, CO, CCCCOP(=S)(OCCCC)Oc1cccc(C=O)c1. Yields the product CCCCOP(=S)(OCCCC)Oc1cccc(C=NNC(=O)c2ccc(C)cc2)c1. RXN SMILES: [CH2:35]([Cl:36])[Cl:37].[CH3:22][c:23]1[cH:24][cH:25][c:26]([C:27](=[O:28])[NH:29][NH2:30])[cH:31][cH:32]1.[CH3:33][OH:34].[P:1](=[S:2])([O:3][CH2:4][CH2:5][CH2:6][CH3:7])([O:8][CH2:9][CH2:10][CH2:11][CH3:12])[O:13][c:14]1[cH:15][c:16]([CH:20]=[O:21])[cH:17][cH:18][cH:19]1>>[P:1](=[S:2])([O:3][CH2:4][CH2:5][CH2:6][CH3:7])([O:8][CH2:9][CH2:10][CH2:11][CH3:12])[O:13][c:14]1[cH:15][c:16]([CH:20]=[N:30][NH:29][C:27]([c:26]2[cH:25][cH:24][c:23]([CH3:22])[cH:32][cH:31]2)=[O:28])[cH:17][cH:18][cH:19]1. Reactants: COC1=C(C(=O)N2CC(CC2)(CCOS(=O)(=O)C)C2=CC=CC=C2)C=C(C=C1)N1N=NN=C1 (1-(2-methoxy-5-(1H-tetrazol-1-yl)benzoyl)-3-phenyl-3-(2-methanesulfonyloxyethyl)pyrrolidine), I.C(C=CC)N1C(=NC2=C1C=CC=C2)NC2CCNCC2 ((1-(but-2-en-1-yl)-1H-benzimidazol-2-yl)(piperidin-4-yl)amine hydriodic acid salt). Product: COC1=C(C(=O)N2CC(CC2)(C2=CC=CC=C2)CCN2CCC(CC2)NC2=NC3=C(N2CC=CC)C=CC=C3)C=C(C=C1)N1N=NN=C1 (1-(2-methoxy-5-(1H-tetrazol-1-yl)benzoyl)-3-(2-(4-(1-(but-2-en-1-yl)-1H-benzimidazol-2-yl-amino)piperidin-1-yl)ethyl)-3-phenylpyrrolidine). Reaction SMILES: [CH3:1][O:2][C:3]1[CH:28]=[CH:27][C:26]([N:29]2[CH:33]=[N:32][N:31]=[N:30]2)=[CH:25][C:4]=1[C:5]([N:7]1[CH2:11][CH2:10][C:9]([C:19]2[CH:24]=[CH:23][CH:22]=[CH:21][CH:20]=2)([CH2:12][CH2:13]OS(C)(=O)=O)[CH2:8]1)=[O:6].I.[CH2:35]([N:39]1[C:43]2[CH:44]=[CH:45][CH:46]=[CH:47][C:42]=2[N:41]=[C:40]1[NH:48][CH:49]1[CH2:54][CH2:53][NH:52][CH2:51][CH2:50]1)[CH:36]=[CH:37][CH3:38]>>[CH3:1][O:2][C:3]1[CH:28]=[CH:27][C:26]([N:29]2[CH:33]=[N:32][N:31]=[N:30]2)=[CH:25][C:4]=1[C:5]([N:7]1[CH2:11][CH2:10][C:9]([CH2:12][CH2:13][N:52]2[CH2:53][CH2:54][CH:49]([NH:48][C:40]3[N:39]([CH2:35][CH:36]=[CH:37][CH3:38])[C:43]4[CH:44]=[CH:45][CH:46]=[CH:47][C:42]=4[N:41]=3)[CH2:50][CH2:51]2)([C:19]2[CH:20]=[CH:21][CH:22]=[CH:23][CH:24]=2)[CH2:8]1)=[O:6] |f:1.2|. Reported procedure: Prepare by the method of Example 99.1 using 1-(2-methoxy-5-(1H-tetrazol-1-yl)benzoyl)-3-phenyl-3-(2-methanesulfonyloxyethyl)pyrrolidine (prepared from (−)-3-(2-hydroxyethyl)-3-phenylpyrrolidine (R,R)-di-p-anisoyltartaric acid salt) and (1-(but-2-en-1-yl)-1H-benzimidazol-2-yl)(piperidin-4-yl)amine hydriodic acid salt to give the title compound. Starting materials: COC(=O)c1cc(Br)ccc1Nc1cc(C(C)(C)C)nn1-c1ccccc1C, CCB(O)O, Cc1ccccc1, C1COCCO1. Yields the product CCc1ccc(Nc2cc(C(C)(C)C)nn2-c2ccccc2C)c(C(=O)OC)c1. RXN SMILES: [Br:1][c:2]1[cH:3][cH:4][c:5]([NH:12][c:13]2[cH:14][c:15]([C:25]([CH3:26])([CH3:27])[CH3:28])[n:16][n:17]2-[c:18]2[c:19]([CH3:24])[cH:20][cH:21][cH:22][cH:23]2)[c:6]([C:7](=[O:8])[O:9][CH3:10])[cH:11]1.[CH2:29]([CH3:30])[B:31]([OH:32])[OH:33].[CH3:34][c:35]1[cH:36][cH:37][cH:38][cH:39][cH:40]1.[O:41]1[CH2:42][CH2:43][O:44][CH2:45][CH2:46]1>>[c:2]1([CH2:29][CH3:30])[cH:3][cH:4][c:5]([NH:12][c:13]2[cH:14][c:15]([C:25]([CH3:26])([CH3:27])[CH3:28])[n:16][n:17]2-[c:18]2[c:19]([CH3:24])[cH:20][cH:21][cH:22][cH:23]2)[c:6]([C:7](=[O:8])[O:9][CH3:10])[cH:11]1.